From a dataset of the Open Reaction Database (ORD), a public repository of structured organic reaction records. describe an organic reaction: reactants, conditions, products, and yield Reported procedure: To a 0° C. solution of 3-(2-Methyl-4-{[4-methyl-2-(4-trifluoromethyl-phenyl)-thiazol-5-ylmethyl]-amino}-phenyl)-propionic acid methyl ester (0.05 g, 0.11 mmol) and pyridine (0.027 mL, 0.33 mmol) in anhydrous CH2Cl2 (3 mL) is added methyl chloroformate (0.026 mL, 0.34 mmol) dropwise. The mixture is allowed to warm to RT overnight. Water is added, and the mixture is extracted with CH2Cl2. The combined organics are dried with MgSO4 and concentrated to yield the title compound (57 mg, quant.) Product: COC(CCC1=C(C=C(C=C1)N(CC1=C(N=C(S1)C1=CC=C(C=C1)C(F)(F)F)C)C(=O)OC)C)=O (3-(4-{Methoxycarbonyl-[4-methyl-2-(4-trifluoromethyl-phenyl)-thiazol-5-ylmethyl]-amino}-2-methyl-phenyl)-propionic acid methyl ester). Run in C(Cl)Cl (CH2Cl2). Isolated yield 102.3%. Reaction SMILES: [CH3:1][O:2][C:3](=[O:31])[CH2:4][CH2:5][C:6]1[CH:11]=[CH:10][C:9]([NH:12][CH2:13][C:14]2[S:18][C:17]([C:19]3[CH:24]=[CH:23][C:22]([C:25]([F:28])([F:27])[F:26])=[CH:21][CH:20]=3)=[N:16][C:15]=2[CH3:29])=[CH:8][C:7]=1[CH3:30].N1C=CC=CC=1.Cl[C:39]([O:41][CH3:42])=[O:40].O>C(Cl)Cl>[CH3:1][O:2][C:3](=[O:31])[CH2:4][CH2:5][C:6]1[CH:11]=[CH:10][C:9]([N:12]([C:39]([O:41][CH3:42])=[O:40])[CH2:13][C:14]2[S:18][C:17]([C:19]3[CH:20]=[CH:21][C:22]([C:25]([F:27])([F:28])[F:26])=[CH:23][CH:24]=3)=[N:16][C:15]=2[CH3:29])=[CH:8][C:7]=1[CH3:30]. Starting materials: O (Water), COC(CCC1=C(C=C(C=C1)NCC1=C(N=C(S1)C1=CC=C(C=C1)C(F)(F)F)C)C)=O (3-(2-Methyl-4-{[4-methyl-2-(4-trifluoromethyl-phenyl)-thiazol-5-ylmethyl]-amino}-phenyl)-propionic acid methyl ester), N1=CC=CC=C1 (pyridine), ClC(=O)OC (methyl chloroformate). The reactants are [Br-], N#Cc1ccccc1N, CC(C)C[Mg+], CCOCC, Cl, [Mg], C1CCOC1, O. The product is CC(C)CC(=O)c1ccccc1N. As a reaction SMILES: [Br-:11].[C:1]([c:2]1[c:3]([NH2:4])[cH:5][cH:6][cH:7][cH:8]1)#[N:9].[CH2:12]([CH:13]([CH3:14])[CH3:15])[Mg+:16].[CH3:23][CH2:24][O:25][CH2:26][CH3:27].[ClH:17].[Mg:10].[O:18]1[CH2:19][CH2:20][CH2:21][CH2:22]1.[OH2:28]>>[C:1]([c:2]1[c:3]([NH2:4])[cH:5][cH:6][cH:7][cH:8]1)([CH2:12][CH:13]([CH3:14])[CH3:15])=[O:18]. The reactants are CC(=O)C1=CC=C(C=C1)[N+](=O)[O-] (4-nitroacetophenone), C1(=CC=C(C=C1)S(=O)(=O)O)C (p-toluenesulfonic acid), C(CO)O (ethylene glycol). Solvent: C1(=CC=CC=C1)C (toluene). Product: [N+](=O)([O-])C1=CC=C(C=C1)C1(OCCO1)C (2-(4-nitrophenyl)-2-methyl-1,3-dioxolane). As a reaction SMILES: [CH3:1][C:2]([C:4]1[CH:9]=[CH:8][C:7]([N+:10]([O-:12])=[O:11])=[CH:6][CH:5]=1)=[O:3].C1(C)C=CC(S(O)(=O)=O)=CC=1.[CH2:24](O)[CH2:25][OH:26]>C1(C)C=CC=CC=1>[N+:10]([C:7]1[CH:6]=[CH:5][C:4]([C:2]2([CH3:1])[O:26][CH2:25][CH2:24][O:3]2)=[CH:9][CH:8]=1)([O-:12])=[O:11]. Procedure details: A mixture of 4-nitroacetophenone (1.65 g, 10.0 mmol), p-toluenesulfonic acid (172 mg, 1.00 mmol) and ethylene glycol (1.7 mL, 30 mmol) in dry toluene (20 mL) was heated at reflux with a Dean-Stark apparatus under nitrogen for 24 h. The mixture was allowed to cool to room temperature and the solvent was evaporated in vacuo. The residue was taken up in ether (20 mL) and the solution was washed with saturated sodium bicarbonate solution (2×10 mL) and brine (1×10 mL), then dried (Na2SO4) and concent... The reactants are [H-].[Na+] (NaH), COC1=CC=C(C=C1)N1C(NC=C1C1=CC=CC=C1)=O (1-(4-methoxyphenyl)-5-phenyl-4-imidazolin-2-one), COC(CCCCCCCBr)=O (8-bromocaprylic acid methyl ester). The solvent is CN(C)C=O (DMF). Product: COC(CCCCCCCN1C(N(C(=C1)C1=CC=CC=C1)C1=CC=C(C=C1)OC)=O)=O (8-[3-(4-Methoxyphenyl)-2-oxo-4-phenyl-4-imidazolin-1-yl] caprylic acid methyl ester). Procedure details: The product is produced as described in example 1 from 2.4 g of NaH (80% suspension in mineral oil), 21.3 g of 1-(4-methoxyphenyl)-5-phenyl-4-imidazolin-2-one, 160 cc. of DMF 19 g of 8-bromocaprylic acid methyl ester and 2.4 g of NaJ. Eluant in chromatographic purification: hexane/ethyl acetate. Reaction SMILES: [H-].[Na+].[CH3:3][O:4][C:5]1[CH:10]=[CH:9][C:8]([N:11]2[C:15]([C:16]3[CH:21]=[CH:20][CH:19]=[CH:18][CH:17]=3)=[CH:14][NH:13][C:12]2=[O:22])=[CH:7][CH:6]=1.[CH3:23][O:24][C:25](=[O:34])[CH2:26][CH2:27][CH2:28][CH2:29][CH2:30][CH2:31][CH2:32]Br>CN(C=O)C>[CH3:23][O:24][C:25](=[O:34])[CH2:26][CH2:27][CH2:28][CH2:29][CH2:30][CH2:31][CH2:32][N:13]1[CH:14]=[C:15]([C:16]2[CH:21]=[CH:20][CH:19]=[CH:18][CH:17]=2)[N:11]([C:8]2[CH:7]=[CH:6][C:5]([O:4][CH3:3])=[CH:10][CH:9]=2)[C:12]1=[O:22] |f:0.1|. Starting materials: FC1=C(C=O)C(=CC=N1)I (2-fluoro-4-iodonicotinaldehyde), ClC1=CC=C(C=C1)[Mg]Br ((4-chlorophenyl)magnesium bromide). The solvent is C1CCOC1 (THF). Run at time 15 minute. Yields the product ClC1=CC=C(C=C1)C(O)C=1C(=NC=CC1I)F ((4-Chlorophenyl)(2-fluoro-4-iodopyridin-3-yl)methanol). As a reaction SMILES: [F:1][C:2]1[N:9]=[CH:8][CH:7]=[C:6]([I:10])[C:3]=1[CH:4]=[O:5].[Cl:11][C:12]1[CH:17]=[CH:16][C:15]([Mg]Br)=[CH:14][CH:13]=1>C1COCC1>[Cl:11][C:12]1[CH:17]=[CH:16][C:15]([CH:4]([C:3]2[C:2]([F:1])=[N:9][CH:8]=[CH:7][C:6]=2[I:10])[OH:5])=[CH:14][CH:13]=1. Procedure: To a solution of 2-fluoro-4-iodonicotinaldehyde (1.50 g, 5.98 mmol) in anhydrous THF (20 mL) at −78° C. was slowly added a solution of (4-chlorophenyl)magnesium bromide (1 M in Et2O) (6.57 mL, 6.57 mmol). After 15 minutes at −78° C., the reaction was quenched with MeOH followed by saturated aqueous ammonium chloride, and the product was extracted with CH2Cl2 (4×). The organic layers were combined, dried over a cotton plug and concentrated to dryness under vacuum. The residue was used without any... Starting materials: O=S(=O)(Cl)c1ccc(Br)cc1, NCc1ccccc1, c1ccncc1. Yields the product O=S(=O)(NCc1ccccc1)c1ccc(Br)cc1. Reaction SMILES: [Br:1][c:2]1[cH:3][cH:4][c:5]([S:8](=[O:9])(=[O:10])[Cl:11])[cH:6][cH:7]1.[NH2:12][CH2:13][c:14]1[cH:15][cH:16][cH:17][cH:18][cH:19]1.[cH:20]1[cH:21][cH:22][n:23][cH:24][cH:25]1>>[Br:1][c:2]1[cH:3][cH:4][c:5]([S:8](=[O:9])(=[O:10])[NH:12][CH2:13][c:14]2[cH:15][cH:16][cH:17][cH:18][cH:19]2)[cH:6][cH:7]1. Starting materials: [N+](=O)([O-])C1=CC(=NC(=C1)Br)Br (4-nitro-2,6-dibromopyridine), [Na+].C1(=CC=CC=C1)S(=O)[O-] (benzenesulphinic acid sodium salt). The solvent is CN(C=O)C (dimethylformamide). Run at temperature 50 celsius, time 1 hour. Yields the product C1(=CC=CC=C1)S(=O)(=O)C1=CC(=NC(=C1)Br)Br (4-benzenesulphonyl-2,6-dibromopyridine). Yield: 88.4%. RXN SMILES: [N+]([C:4]1[CH:9]=[C:8]([Br:10])[N:7]=[C:6]([Br:11])[CH:5]=1)([O-])=O.[Na+].[C:13]1([S:19]([O-:21])=[O:20])[CH:18]=[CH:17][CH:16]=[CH:15][CH:14]=1>CN(C)C=O>[C:13]1([S:19]([C:4]2[CH:9]=[C:8]([Br:10])[N:7]=[C:6]([Br:11])[CH:5]=2)(=[O:21])=[O:20])[CH:18]=[CH:17][CH:16]=[CH:15][CH:14]=1 |f:1.2|. Reported procedure: 0.50 g (0.00177 mol) of 4-nitro-2,6-dibromopyridine and 0.29 g (0.00177 mol) of benzenesulphinic acid sodium salt were dissolved in 17 ml of dimethylformamide and stirred at 50° C. for 1 hr. The solvent was removed and the residue was partitioned in water and ethyl acetate. The combined organic phases were washed with sat. sodium chloride solution and dried over MgSO4. After filtration and removal of the solvent the residue was chromatographed on silica gel with ethyl acetate/hexane 1:4 and subs... Starting materials: NC=1C=NC=CC1 (3-aminopyridine), CC1=CC=C(C(=O)NC(C(F)(F)F)N=C=S)C=C1 (4-methyl-N-(2,2,2-trifluoro-1-isothiocyanatoethyl)benzamide). Solvent: C1=CC=CC=C1 (benzene), C1=CC=CC=C1 (benzene). Conditions: time 1.5 hour. Yields the product CC1=CC=C(C(=O)NC(C(F)(F)F)NC(=S)NC=2C=NC=CC2)C=C1 (4-methyl-N-(2,2,2-trifluoro-1-{[(3-pyridinylamino)carbothioyl]amino}ethyl)benzamide). Reaction SMILES: [NH2:1][C:2]1[CH:3]=[N:4][CH:5]=[CH:6][CH:7]=1.[CH3:8][C:9]1[CH:25]=[CH:24][C:12]([C:13]([NH:15][CH:16]([N:21]=[C:22]=[S:23])[C:17]([F:20])([F:19])[F:18])=[O:14])=[CH:11][CH:10]=1>C1C=CC=CC=1>[CH3:8][C:9]1[CH:10]=[CH:11][C:12]([C:13]([NH:15][CH:16]([NH:21][C:22]([NH:1][C:2]2[CH:3]=[N:4][CH:5]=[CH:6][CH:7]=2)=[S:23])[C:17]([F:20])([F:19])[F:18])=[O:14])=[CH:24][CH:25]=1. Procedure details: A solution of 3-aminopyridine (145 mg, 1.54 mmol) in benzene (8 mL) at ambient temperature was treated with a solution of Example 1C (500 mg, 1.54 mmol) in benzene (1.5 mL). The reaction mixture was stirred for 1.5 hours, then concentrated to a nominal volume. The white solids which precipitated from solution were collected by filtration and were washed with diethyl ether. Recrystallization from 25% ethyl acetate/hexanes provided the desired product as a white solid.